describe an organic reaction: reactants, conditions, products, and yield From a dataset of the Open Reaction Database (ORD), a public repository of structured organic reaction records. The reactants are N#Cc1ncc(Br)c2ccccc12, COc1ccc(CN)c(OC)c1, CC#N. Product: COc1ccc(CNc2cnc(C#N)c3ccccc23)c(OC)c1. Reaction SMILES: [Br:1][c:2]1[cH:3][n:4][c:5]([C:12]#[N:13])[c:6]2[cH:7][cH:8][cH:9][cH:10][c:11]12.[CH3:14][O:15][c:16]1[c:17]([CH2:18][NH2:19])[cH:20][cH:21][c:22]([O:24][CH3:25])[cH:23]1.[CH3:26][C:27]#[N:28]>>[c:2]1([NH:19][CH2:18][c:17]2[c:16]([O:15][CH3:14])[cH:23][c:22]([O:24][CH3:25])[cH:21][cH:20]2)[cH:3][n:4][c:5]([C:12]#[N:13])[c:6]2[cH:7][cH:8][cH:9][cH:10][c:11]12.